From a dataset of the Open Reaction Database (ORD), a public repository of structured organic reaction records. describe an organic reaction: reactants, conditions, products, and yield The reactants are O (Water), C1(CC1)C(CC(=O)OCC)C1=NC=NC(=C1)O (ethyl 3-cyclopropyl-3-(6-hydroxypyrimidin-4-yl)propanoate), CN(C)C=O (DMF), C(C(=O)Cl)(=O)Cl (oxalyl dichloride). Solvent: C(C)(=O)OCC (ethyl acetate). Conditions: time 1 hour. Yields the product ClC1=CC(=NC=N1)C(CC(=O)OCC)C1CC1 (ethyl 3-(6-chloropyrimidin-4-yl)-3-cyclopropylpropanoate). Reaction SMILES: [CH:1]1([CH:4]([C:11]2[CH:16]=[C:15](O)[N:14]=[CH:13][N:12]=2)[CH2:5][C:6]([O:8][CH2:9][CH3:10])=[O:7])[CH2:3][CH2:2]1.CN(C=O)C.C(Cl)(=O)C([Cl:26])=O.O>C(OCC)(=O)C>[Cl:26][C:15]1[N:14]=[CH:13][N:12]=[C:11]([CH:4]([CH:1]2[CH2:3][CH2:2]2)[CH2:5][C:6]([O:8][CH2:9][CH3:10])=[O:7])[CH:16]=1. Reported procedure: To a solution of ethyl 3-cyclopropyl-3-(6-hydroxypyrimidin-4-yl)propanoate (199 mg) and DMF (13 μL) in ethyl acetate (3.0 ml) was added oxalyl dichloride (220 μL), and the mixture was stirred at room temperature for 1 hr. Water was added, and the reaction mixture was extracted with ethyl acetate. The extract was washed with saturated brine and dried over anhydrous magnesium sulfate. The solvent was evaporated under reduced pressure, and the residue was purified by silica gel column chromatograph... Starting materials: [BH4-], COc1ccc2c(c1OC)C(C)(C)N1CCc3cc4c(cc3C1=C2C)OCO4, CO, [Na+]. The product is COc1ccc2c(c1OC)C(C)(C)N1CCc3cc4c(cc3C1C2C)OCO4. RXN SMILES: [BH4-:29].[CH3:1][O:2][c:3]1[c:4]([O:27][CH3:28])[cH:5][cH:6][c:7]2[c:23]1[C:22]([CH3:24])([CH3:25])[N:10]1[C:9](=[C:8]2[CH3:26])[c:18]2[c:13]([cH:14][c:15]3[c:16]([cH:17]2)[O:19][CH2:20][O:21]3)[CH2:12][CH2:11]1.[CH3:31][OH:32].[Na+:30]>>[CH3:1][O:2][c:3]1[c:4]([O:27][CH3:28])[cH:5][cH:6][c:7]2[c:23]1[C:22]([CH3:24])([CH3:25])[N:10]1[CH:9]([CH:8]2[CH3:26])[c:18]2[c:13]([cH:14][c:15]3[c:16]([cH:17]2)[O:19][CH2:20][O:21]3)[CH2:12][CH2:11]1. Starting materials: [N+](=O)([O-])C=1C=CC=C2C(CCOC12)=O (8-nitro-4-chromanone), [BH4-].[Na+] (sodium borohydride). Solvent: C(C)O (ethanol). Yields the product [N+](=O)([O-])C=1C=CC=C2C=CCOC12 (8-Nitro-2H-chromene). RXN SMILES: [N+:1]([C:4]1[CH:5]=[CH:6][CH:7]=[C:8]2[C:13]=1[O:12][CH2:11][CH2:10][C:9]2=O)([O-:3])=[O:2].[BH4-].[Na+]>C(O)C>[N+:1]([C:4]1[CH:5]=[CH:6][CH:7]=[C:8]2[C:13]=1[O:12][CH2:11][CH:10]=[CH:9]2)([O-:3])=[O:2] |f:1.2|. Procedure details: A solution of 20 g of 8-nitro-4-chromanone and 3.9 g of sodium borohydride in 200 ml of ethanol is heated at reflux for 45 minutes and then evaporated to dryness. The residue is taken up in 200 ml of water and extracted three times with 250 ml of dichloromethane each time. The combined organic phases are dried over magnesium sulphate, filtered and then concentrated under reduced pressure. The liquid residue is taken up in 300 ml of toluene; 0.5 g of para-toluenesulphonic acid is then added and h... The reactants are CC(C)CNC(=O)C(C)c1ccc(-c2ccsc2)cc1, C[Si](C)(C)[N-][Si](C)(C)C, CN(C)C=O, CI, [Na+], C1CCOC1, O. Yields the product CC(C)CN(C)C(=O)C(C)c1ccc(-c2ccsc2)cc1. As a reaction SMILES: [CH3:1][CH:2]([CH2:3][NH:4][C:5]([CH:6]([CH3:7])[c:8]1[cH:9][cH:10][c:11](-[c:14]2[cH:15][s:16][cH:17][cH:18]2)[cH:12][cH:13]1)=[O:19])[CH3:20].[CH3:21][Si:22]([N-:23][Si:24]([CH3:25])([CH3:26])[CH3:27])([CH3:28])[CH3:29].[CH3:33][N:34]([CH3:35])[CH:36]=[O:37].[I:31][CH3:32].[Na+:30].[O:38]1[CH2:39][CH2:40][CH2:41][CH2:42]1.[OH2:43]>>[CH3:1][CH:2]([CH2:3][N:4]([C:5]([CH:6]([CH3:7])[c:8]1[cH:9][cH:10][c:11](-[c:14]2[cH:15][s:16][cH:17][cH:18]2)[cH:12][cH:13]1)=[O:19])[CH3:21])[CH3:20]. The reactants are CC(=O)SCCC(=O)NC1(C(=O)O)CCCC1, [NH4+], [OH-], O. The product is O=C(CCS)NC1(C(=O)O)CCCC1. As a reaction SMILES: [C:1](=[O:2])([CH3:3])[S:4][CH2:5][CH2:6][C:7](=[O:8])[NH:9][C:10]1([C:15](=[O:16])[OH:17])[CH2:11][CH2:12][CH2:13][CH2:14]1.[NH4+:18].[OH-:19].[OH2:20]>>[SH:4][CH2:5][CH2:6][C:7](=[O:8])[NH:9][C:10]1([C:15](=[O:16])[OH:17])[CH2:11][CH2:12][CH2:13][CH2:14]1.